Dataset: the Open Reaction Database (ORD), a public repository of structured organic reaction records. Task: describe an organic reaction: reactants, conditions, products, and yield The reactants are C(C)(=O)O (Acetic acid), [F-].C(CCC)[N+](CCCC)(CCCC)CCCC (tetrabutylammonium fluoride), C(C)(C)(C)OC(=O)[C@@]1(CN(C(C1F)=O)[C@H](C)C1=CC=CC=C1)CCCO[Si](C)(C)C(C)(C)C ((3S)-3-[3-(tert-Butyldimethylsilyloxy)-1-propyl]-4-fluoro-5-oxo-1-[(1R)-1-phenylethyl]pyrrolidine-3-carboxylic acid tert-butyl ester). Run in O1CCCC1 (tetrahydrofuran). Run at time 21.5 hour. Yields the product C(C)(C)(C)OC(=O)[C@@]1(CN(C(C1F)=O)[C@H](C)C1=CC=CC=C1)CCCO ((3S)-4-Fluoro-3-(3-hydroxy-1-propyl)-5-oxo-1-[(1R)-1-phenylethyl]pyrrolidine-3-carboxylic acid tert-butyl ester). Isolated yield 92.9%. Reaction SMILES: [C:1]([O:5][C:6]([C@@:8]1([CH2:23][CH2:24][CH2:25][O:26][Si](C(C)(C)C)(C)C)[CH:12]([F:13])[C:11](=[O:14])[N:10]([C@@H:15]([C:17]2[CH:22]=[CH:21][CH:20]=[CH:19][CH:18]=2)[CH3:16])[CH2:9]1)=[O:7])([CH3:4])([CH3:3])[CH3:2].C(O)(=O)C.[F-].C([N+](CCCC)(CCCC)CCCC)CCC>O1CCCC1>[C:1]([O:5][C:6]([C@@:8]1([CH2:23][CH2:24][CH2:25][OH:26])[CH:12]([F:13])[C:11](=[O:14])[N:10]([C@@H:15]([C:17]2[CH:22]=[CH:21][CH:20]=[CH:19][CH:18]=2)[CH3:16])[CH2:9]1)=[O:7])([CH3:4])([CH3:3])[CH3:2] |f:2.3|. Procedure details: (3S)-3-[3-(tert-Butyldimethylsilyloxy)-1-propyl]-4-fluoro-5-oxo-1-[(1R)-1-phenylethyl]pyrrolidine-3-carboxylic acid tert-butyl ester (8.15 g) was dissolved in tetrahydrofuran (25.0 mL). Acetic acid (22.0 mL) and tetrabutylammonium fluoride (1.0 M solution in tetrahydrofuran) (25.0 mL) were added under ice-cooling, and the mixture was stirred at room temperature for 21.5 hours. The reaction solution was extracted with a 10% citric acid solution and ethyl acetate. Then, the organic layer was seque... The reactants are CO[C@@H]1O[C@@H]([C@@H]2[C@H]1OC(O2)(C)C)C(=O)ON=C(CC)N (N′-({[(3aS,4S,6R,6aR)-6-methoxy-2,2-dimethyltetrahydrofuro[3,4-d][1,3]dioxol-4-yl]carbonyl}oxy)propanimidamide). The solvent is COCCOCCOC (2-methoxyethyl ether). Yields the product CO[C@@H]1O[C@@H]([C@@H]2[C@H]1OC(O2)(C)C)C2=NC(=NO2)CC (5-[(3aR,4S,6R,6aR)-6-Methoxy-2,2-dimethyltetrahydrofuro[3,4-d][1,3]dioxol-4-yl]-3-ethyl-1,2,4-oxadiazole), oil. RXN SMILES: [CH3:1][O:2][C@H:3]1[C@@H:7]2[O:8][C:9]([CH3:12])([CH3:11])[O:10][C@@H:6]2[C@@H:5]([C:13]([O:15][N:16]=[C:17]([NH2:20])[CH2:18][CH3:19])=O)[O:4]1>COCCOCCOC>[CH3:1][O:2][C@H:3]1[C@@H:7]2[O:8][C:9]([CH3:12])([CH3:11])[O:10][C@@H:6]2[C@@H:5]([C:13]2[O:15][N:16]=[C:17]([CH2:18][CH3:19])[N:20]=2)[O:4]1. Reported procedure: A solution of N′-({[(3aS,4S,6R,6aR)-6-methoxy-2,2-dimethyltetrahydrofuro[3,4-d][1,3]dioxol-4-yl]carbonyl}oxy)propanimidamide (Preparation 12) (5.85 g, 20 mmol) in 2-methoxyethyl ether (20 ml) was heated at 120° C. for four hours. The reaction mixture was allowed to cool to room temperature and evaporated under reduced pressure. The final traces of 2-methoxyethyl ether were removed by co-evaporation with first xylene and then toluene. The title compound was obtained as a dark orange oil (5.22 g).